Dataset: the Open Reaction Database (ORD), a public repository of structured organic reaction records. Task: describe an organic reaction: reactants, conditions, products, and yield Reactants: C(C)C(CC)N1C(CC=2C(=NC(=CC21)C)OC2=C(C=C(C=C2C)C)C)=O (1-(1-Ethyl-propyl)-6-methyl-4-(2,4,6-trimethyl-phenoxy)-1,3-dihydro-pyrrolo[3,2-c]pyridin-2-one), [H-].[Na+] (sodium hydride), oil, CN(C)P(=O)(N(C)C)N(C)C (HMPA), S(=O)(=O)(OC)OC (Dimethyl sulfate). Run at temperature 0 celsius, time 10 minute. Product: C(C)C(CC)N1C(=C(C=2C(=NC(=CC21)C)OC2=C(C=C(C=C2C)C)C)C)OC (1-(1-Ethyl-propyl)-2-methoxy-3,6-dimethyl-4-(2,4,6-trimethyl-phenoxy)-1H-pyrrolo[3,2-c]pyridine). As a reaction SMILES: [CH2:1]([CH:3]([N:6]1[C:14]2[CH:13]=[C:12]([CH3:15])[N:11]=[C:10]([O:16][C:17]3[C:22]([CH3:23])=[CH:21][C:20]([CH3:24])=[CH:19][C:18]=3[CH3:25])[C:9]=2[CH2:8][C:7]1=O)[CH2:4][CH3:5])[CH3:2].[H-].[Na+].S([O:34][CH3:35])(OC)(=O)=O.[CH3:36]N(P(N(C)C)(N(C)C)=O)C>>[CH2:1]([CH:3]([N:6]1[C:14]2[CH:13]=[C:12]([CH3:15])[N:11]=[C:10]([O:16][C:17]3[C:22]([CH3:23])=[CH:21][C:20]([CH3:24])=[CH:19][C:18]=3[CH3:25])[C:9]=2[C:8]([CH3:36])=[C:7]1[O:34][CH3:35])[CH2:4][CH3:5])[CH3:2] |f:1.2|. Procedure: To a 0° C. solution of 1-(1-Ethyl-propyl)-6-methyl-4-(2,4,6-trimethyl-phenoxy)-1,3-dihydro-pyrrolo[3,2-c]pyridin-2-one (134 mg, 0.381 mmol) in 2 ml of HMPA was added 60% sodium hydride in oil (20 mg, 0.5 mmol) and the resulting mixture was stirred at 0° C. for 10 min. Dimethyl sulfate (66.5 mg, 0.53 mmol) was added and stirred for 30 min. The reaction mixture was quenched with dilute acid to pH4 and extracted with ethyl acetate. The organic layer was washed with brine, dried and concentrated to ... Reactants: OO (hydrogen peroxide), C(#N)C1=C(C=C(C=N1)N[C@H]1[C@H](CCCC1)NC(OC(C)(C)C)=O)NC1=NC(=CC(=C1)C)C (tert-butyl [(1S,2R)-2-({6-cyano-5-[(4,6-dimethylpyridin-2-yl)amino]pyridin-3-yl}amino)cyclohexyl]carbamate), CS(=O)C (DMSO), [OH-].[Na+] (sodium hydroxide). Solvent: O (water). Run at time 20 minute. Product: C(N)(=O)C1=C(C=C(C=N1)N[C@H]1[C@H](CCCC1)NC(OC(C)(C)C)=O)NC1=NC(=CC(=C1)C)C (tert-butyl [(1S,2R)-2-({6-carbamoyl-5-[(4,6-dimethylpyridin-2-yl)amino]pyridin-3-yl}amino)cyclohexyl]carbamate). RXN SMILES: [C:1]([C:3]1[N:8]=[CH:7][C:6]([NH:9][C@@H:10]2[CH2:15][CH2:14][CH2:13][CH2:12][C@@H:11]2[NH:16][C:17](=[O:23])[O:18][C:19]([CH3:22])([CH3:21])[CH3:20])=[CH:5][C:4]=1[NH:24][C:25]1[CH:30]=[C:29]([CH3:31])[CH:28]=[C:27]([CH3:32])[N:26]=1)#[N:2].CS(C)=[O:35].[OH-].[Na+].OO>O>[C:1]([C:3]1[N:8]=[CH:7][C:6]([NH:9][C@@H:10]2[CH2:15][CH2:14][CH2:13][CH2:12][C@@H:11]2[NH:16][C:17](=[O:23])[O:18][C:19]([CH3:22])([CH3:21])[CH3:20])=[CH:5][C:4]=1[NH:24][C:25]1[CH:30]=[C:29]([CH3:31])[CH:28]=[C:27]([CH3:32])[N:26]=1)(=[O:35])[NH2:2] |f:2.3|. Reported procedure: To a flask were added tert-butyl [(1S,2R)-2-({6-cyano-5-[(4,6-dimethylpyridin-2-yl)amino]pyridin-3-yl}amino)cyclohexyl]carbamate (18.9 g, 43.3 mmol) and DMSO (380 mL). The resulting mixture was cooled in an ice bath. To the reaction mixture was added sodium hydroxide (6.0 M in water, 21.7 mL, 130 mmol) followed by the slow addition of hydrogen peroxide (35% solution in water, 7.96 mL, 91 mmol). The addition was performed at such a rate to maintain the internal reaction temperature between 25° C.... Starting materials: CC(=O)O, CCOC(C)=O, [Na+], O=C([O-])O, O, CC1CCC(C(C)C)C(C(=O)NCC(O)c2ccccc2)C1. The product is CC1CCC(C(C)C)C(C(=O)NCC(=O)c2ccccc2)C1. RXN SMILES: [CH3:23][C:24](=[O:25])[OH:26].[CH3:28][CH2:29][O:30][C:31](=[O:32])[CH3:33].[Na+:38].[O-:34][C:35]([OH:36])=[O:37].[OH2:27].[OH:1][CH:2]([CH2:3][NH:4][C:5](=[O:6])[CH:7]1[CH:8]([CH:14]([CH3:15])[CH3:16])[CH2:9][CH2:10][CH:11]([CH3:13])[CH2:12]1)[c:17]1[cH:18][cH:19][cH:20][cH:21][cH:22]1>>[O:1]=[C:2]([CH2:3][NH:4][C:5](=[O:6])[CH:7]1[CH:8]([CH:14]([CH3:15])[CH3:16])[CH2:9][CH2:10][CH:11]([CH3:13])[CH2:12]1)[c:17]1[cH:18][cH:19][cH:20][cH:21][cH:22]1. Reactants: C([O-])([O-])=O.[K+].[K+] (potassium carbonate), Cl.CC=1C=C2C=CC(=CC2=CC1)C(=O)CN1C=NC=C1 (1-[(6-Methyl-2-naphthoyl)methyl]imidazole hydrochloride). The solvent is CCOCC (ether). The product is CC=1C=C2C=CC(=CC2=CC1)C(=O)CN1C=NC=C1 (1-[(6-methyl-2-naphthoyl)methyl]imidazole). Reaction SMILES: Cl.[CH3:2][C:3]1[CH:4]=[C:5]2[C:10](=[CH:11][CH:12]=1)[CH:9]=[C:8]([C:13]([CH2:15][N:16]1[CH:20]=[CH:19][N:18]=[CH:17]1)=[O:14])[CH:7]=[CH:6]2.C(=O)([O-])[O-].[K+].[K+]>CCOCC>[CH3:2][C:3]1[CH:4]=[C:5]2[C:10](=[CH:11][CH:12]=1)[CH:9]=[C:8]([C:13]([CH2:15][N:16]1[CH:20]=[CH:19][N:18]=[CH:17]1)=[O:14])[CH:7]=[CH:6]2 |f:0.1,2.3.4|. Reported procedure: 1-[(6-Methyl-2-naphthoyl)methyl]imidazole hydrochloride (1.0 g.) suspended in 50 ml. of ether is stirred with excess dilute aqueous potassium carbonate solution until the salt is completely dissolved. The organic layer is then separated, washed twice with water, dried over magnesium sulfate and evaporated to yield 1-[(6-methyl-2-naphthoyl)methyl]imidazole. Reaction SMILES: [CH3:1][C:2]([N:10]1[N:14]=[N:13][C:12]([C:15]2[CH:20]=[CH:19][CH:18]=[CH:17][C:16]=2[C:21]2[CH:26]=[CH:25][C:24]([CH:27]=[O:28])=[CH:23][CH:22]=2)=[N:11]1)([C:4]1[CH:9]=[CH:8][CH:7]=[CH:6][CH:5]=1)[CH3:3].[BH4-].[Na+].O>C(O)C>[CH3:3][C:2]([N:10]1[N:14]=[N:13][C:12]([C:15]2[CH:20]=[CH:19][CH:18]=[CH:17][C:16]=2[C:21]2[CH:22]=[CH:23][C:24]([CH2:27][OH:28])=[CH:25][CH:26]=2)=[N:11]1)([C:4]1[CH:5]=[CH:6][CH:7]=[CH:8][CH:9]=1)[CH3:1] |f:1.2|. The reactants are CC(C)(C1=CC=CC=C1)N1N=C(N=N1)C1=C(C=CC=C1)C1=CC=C(C=C1)C=O (2'-[2-(1-methyl-1-phenylethyl)-2H-tetrazol-5-yl]biphenyl-4-carbaldehyde), [BH4-].[Na+] (sodium borohydride), O (water). The yield is 58.8%. The solvent is C(C)O (ethanol). Yields the product CC(C)(C1=CC=CC=C1)N1N=C(N=N1)C1=C(C=CC=C1)C1=CC=C(C=C1)CO (2'-[2-(1-methyl-1-phenylethyl)-2H-tetrazol-5-yl]biphenyl-4-methanol). Procedure: A solution of 2'-[2-(1-methyl-1-phenylethyl)-2H-tetrazol-5-yl]biphenyl-4-carbaldehyde (0.62 g, 1.7 mmol), prepared as in Example 8 or 9, and sodium borohydride in 30 mL of absolute ethanol was stirred at room temperature for 1 hour. The mixture poured into 150 mL of water and the mixture was extracted withethyl acetate. The ethyl acetate layer was dried over magnesium sulfate andthen concentrated. The residue was dissolved in approximately 10 mL of absolute diethyl ether and the solution was coo... Run at time 1 hour. Reactants: C(C)(=O)[O-].[Na+] (sodium acetate), Cl (HCl), NC=1C(=C(C(=O)O)C=CC1S(=O)(=O)C)C (3-amino-2-methyl-4-methylsulfonylbenzoic acid), [OH-].[Na+] (NaOH), Cl (HCl), CCOC(=S)[S-].[K+] (potassium ethyl xanthogenate), Cl (HCl), solid, N(=O)[O-].[Na+] (sodium nitrite). Run in O (water), O (water). Reaction conditions: temperature 100 celsius, time 15 minute. The product is SC=1C(=C(C(=O)O)C=CC1S(=O)(=O)C)C (3-Mercapto-2-methyl-4-methylsulfonylbenzoic acid). Reaction SMILES: N[C:2]1[C:3]([CH3:15])=[C:4]([CH:8]=[CH:9][C:10]=1[S:11]([CH3:14])(=[O:13])=[O:12])[C:5]([OH:7])=[O:6].[OH-].[Na+].N([O-])=O.[Na+].Cl.C([O-])(=O)C.[Na+].CCOC([S-])=[S:32].[K+]>O>[SH:32][C:2]1[C:3]([CH3:15])=[C:4]([CH:8]=[CH:9][C:10]=1[S:11]([CH3:14])(=[O:13])=[O:12])[C:5]([OH:7])=[O:6] |f:1.2,3.4,6.7,8.9|. Procedure details: 11.0 g (48.0 mmol) of 3-amino-2-methyl-4-methylsulfonylbenzoic acid (synthesis described by T. L. Siddall et al. in Pest Management Science (2002), 58 (12), 1175-1186) was added to a solution of 2.03 g (50.9 mmol) of NaOH in 60 ml of water. 3.31 g (48.0 mmol) of sodium nitrite were then added. At 5-8° C., the solution was added dropwise to a mixture of concentrated HCl and ice. The mixture was stirred at this temperature for 15 minutes and then neutralized with sodium acetate. The content was th... Reactants: Cl.N1=C(C=CC=C1)C(=O)Cl (picolinoyl chloride hydrogen chloride), C(C)(C)N(C(C)C)CC (N,N-diisopropyl ethylamine), Cl.NCC1=C2C(N(C(=NC2=CC=C1)C)C1C(NC(CC1)=O)=O)=O (3-(5-aminomethyl-2-methyl-4-oxo-4H-quinazolin-3-yl)-piperidine-2,6-dione hydrogen chloride). Reaction SMILES: Cl.[NH2:2][CH2:3][C:4]1[CH:13]=[CH:12][CH:11]=[C:10]2[C:5]=1[C:6](=[O:23])[N:7]([CH:15]1[CH2:20][CH2:19][C:18](=[O:21])[NH:17][C:16]1=[O:22])[C:8]([CH3:14])=[N:9]2.Cl.[N:25]1[CH:30]=[CH:29][CH:28]=[CH:27][C:26]=1[C:31](Cl)=[O:32].C(N(CC)C(C)C)(C)C>C(#N)C>[O:22]=[C:16]1[CH:15]([N:7]2[C:6](=[O:23])[C:5]3[C:10](=[CH:11][CH:12]=[CH:13][C:4]=3[CH2:3][NH:2][C:31]([C:26]3[CH:27]=[CH:28][CH:29]=[CH:30][N:25]=3)=[O:32])[N:9]=[C:8]2[CH3:14])[CH2:20][CH2:19][C:18](=[O:21])[NH:17]1 |f:0.1,2.3|. Yields the product O=C1NC(CCC1N1C(=NC2=CC=CC(=C2C1=O)CNC(=O)C1=NC=CC=C1)C)=O (pyridine-2-carboxylic acid [3-(2,6-dioxo-piperidin-3-yl)-2-methyl-4-oxo-3,4-dihydro-quinazolin-5-ylmethyl]-amide). The solvent is C(C)#N (acetonitrile). Yield: 10.3%. Procedure: To a stirred mixture of 3-(5-aminomethyl-2-methyl-4-oxo-4H-quinazolin-3-yl)-piperidine-2,6-dione hydrogen chloride (0.55 g, 1.6 mmol) in acetonitrile (10 mL), was added picolinoyl chloride hydrogen chloride (0.32 g, 1.8 mmol) and N,N-diisopropyl ethylamine (0.62 mL, 3.8 mmol). The mixture was stirred at room temp for 15 minutes. The solvent was evaporated, and the residue was purified by flash column chromatography (Silica gel, methanol/methylene chloride 4%/96%) to give pyridine-2-carboxylic ac... Conditions: time 15 minute. Reactants: CCOC(=O)CCCBr, CC(C)Oc1ccc(-c2nc(-c3ccc4c(c3)CCNCC4)no2)cc1C(F)(F)F, CCN(C(C)C)C(C)C, Cl, CN(C)C=O. Yields the product CCOC(=O)CCCN1CCc2ccc(-c3noc(-c4ccc(OC(C)C)c(C(F)(F)F)c4)n3)cc2CC1. Reaction SMILES: [Br:41][CH2:42][CH2:43][CH2:44][C:45](=[O:46])[O:47][CH2:48][CH3:49].[CH3:2][CH:3]([CH3:4])[O:5][c:6]1[c:7]([C:28]([F:29])([F:30])[F:31])[cH:8][c:9](-[c:12]2[n:13][c:14](-[c:17]3[cH:18][c:19]4[c:20]([cH:26][cH:27]3)[CH2:21][CH2:22][NH:23][CH2:24][CH2:25]4)[n:15][o:16]2)[cH:10][cH:11]1.[CH:32]([N:33]([CH2:34][CH3:35])[CH:36]([CH3:37])[CH3:38])([CH3:39])[CH3:40].[ClH:1].[O:50]=[CH:51][N:52]([CH3:53])[CH3:54]>>[CH3:2][CH:3]([CH3:4])[O:5][c:6]1[c:7]([C:28]([F:29])([F:30])[F:31])[cH:8][c:9](-[c:12]2[n:13][c:14](-[c:17]3[cH:18][c:19]4[c:20]([cH:26][cH:27]3)[CH2:21][CH2:22][N:23]([CH2:42][CH2:43][CH2:44][C:45](=[O:46])[O:47][CH2:48][CH3:49])[CH2:24][CH2:25]4)[n:15][o:16]2)[cH:10][cH:11]1. Starting materials: OC1C(CCC(C1)C)=O (2-hydroxy-4-methyl-Cyclohexanone), aromatic ring, OC1C(CC(CC1)C)=O (2-hydroxy-5-methyl-Cyclohexanone), CC1CC(C(CC1)O)O (4-methyl-1,2-Cyclohexanediol). Yields the product CC=1C=C(C(O)=CC1)O (4-Methyl Catechol). As a reaction SMILES: [OH:1][CH:2]1[CH2:7][CH:6]([CH3:8])[CH2:5][CH2:4][C:3]1=[O:9].OC1CCC(C)CC1=O.CC1CCC(O)C(O)C1>>[CH3:8][C:6]1[CH:7]=[C:2]([OH:1])[C:3](=[CH:4][CH:5]=1)[OH:9]. Reported procedure: 4-Methyl catechol (25 mg, 2×10−4 mol) and wet Raney Ni 4200 (12 mg, 2×10−4 mol, 100 mol %) is weighed into a reaction flask under argon. Degassed i-PrOH (5 mL) is added and the flask is capped with a rubber septa and the mixture is heated (80° C.). The reaction is run for 24 hours and the reaction mixture is cooled. Nickel was removed with a magnet. Concentration gave 20 mg of a reaction mixture which is, according to analysis by HNMR, a complex mixture of mainly, 2-hydroxy-4-methyl-Cyclohexanon... Starting materials: COC(=O)C1COC(C)(C)N1C(=O)OC(C)(C)C, CC(C)C[Al+]CC(C)C, Cc1ccccc1, [H-]. Product: CC(C)(C)OC(=O)N1C(C=O)COC1(C)C. RXN SMILES: [C:1]([CH3:2])([CH3:3])([CH3:4])[O:5][C:6](=[O:7])[N:8]1[C:9]([CH3:17])([CH3:18])[O:10][CH2:11][CH:12]1[C:13](=[O:14])[O:15][CH3:16].[CH2:20]([Al+:21][CH2:22][CH:23]([CH3:24])[CH3:25])[CH:26]([CH3:27])[CH3:28].[CH3:29][c:30]1[cH:31][cH:32][cH:33][cH:34][cH:35]1.[H-:19]>>[C:1]([CH3:2])([CH3:3])([CH3:4])[O:5][C:6](=[O:7])[N:8]1[C:9]([CH3:17])([CH3:18])[O:10][CH2:11][CH:12]1[CH:13]=[O:14].